Dataset: the Open Reaction Database (ORD), a public repository of structured organic reaction records. Task: describe an organic reaction: reactants, conditions, products, and yield The reactants are [NH4+].[Cl-] (NH4Cl), C1(=CC=CC=C1)[C@H](C)N1C[C@H](CC1)CC(=O)OC ((3R)-methyl 1-[(S)-1-phenylethyl]pyrrolidine-3-acetate), C(C)(C)[N-]C(C)C.[Li+] (lithium diisopropylamide), ICCl (ICH2Cl). The solvent is C1CCOC1 (THF). Reaction conditions: time 30 minute. Product: [Cl-].O=C1C[N+]2(CC[C@H](C1)C2)[C@@H](C)C2=CC=CC=C2 ((5R)-3-oxo-1-[(1S)-1-phenylethyl]-1-azoniabicyclo[3.2.1]octane chloride). The yield is 36.6%. Reaction SMILES: [C:1]1([C@@H:7]([N:9]2[CH2:13][CH2:12][C@H:11]([CH2:14][C:15]([O:17]C)=O)[CH2:10]2)[CH3:8])[CH:6]=[CH:5][CH:4]=[CH:3][CH:2]=1.I[CH2:20][Cl:21].C([N-]C(C)C)(C)C.[Li+].[NH4+].[Cl-]>C1COCC1>[Cl-:21].[O:17]=[C:15]1[CH2:14][C@@H:11]2[CH2:10][N+:9]([C@H:7]([C:1]3[CH:2]=[CH:3][CH:4]=[CH:5][CH:6]=3)[CH3:8])([CH2:13][CH2:12]2)[CH2:20]1 |f:2.3,4.5,7.8|. Procedure: A solution of (3R)-methyl 1-[(S)-1-phenylethyl]pyrrolidine-3-acetate (25.72 g, 104.0 mmol) in THF (265 mL) is cooled under N2 in a CO2/acetone bath. Next, ICH2Cl (22.7 mL, 312.0 mmol) is added, and the mixture stirred for 30 min. A solution of 2.0M lithium diisopropylamide (heptane/THF/ethylbenzene, 156 mL, 312 mmol) is added slowly over 30 min. The internal temperature reached a maximum of −40° C. during this addition. After 1 h, sat. NH4Cl (100 mL) is added and the mixture is allowed to warm t... Reactants: CC(C)O, ClC1=NCCN1, O=S(=O)(O)O, Nc1ccc(CC2CCN(S(=O)(=O)c3ccccc3)CC2)cc1. Yields the product O=S(=O)(c1ccccc1)N1CCC(Cc2ccc(NC3=NCCN3)cc2)CC1. Reaction SMILES: [CH3:35][CH:36]([OH:37])[CH3:38].[Cl:29][C:30]1=[N:34][CH2:33][CH2:32][NH:31]1.[S:24]([OH:25])([OH:26])(=[O:27])=[O:28].[c:1]1([S:7](=[O:8])(=[O:9])[N:10]2[CH2:11][CH2:12][CH:13]([CH2:16][c:17]3[cH:18][cH:19][c:20]([NH2:23])[cH:21][cH:22]3)[CH2:14][CH2:15]2)[cH:2][cH:3][cH:4][cH:5][cH:6]1>>[c:1]1([S:7](=[O:8])(=[O:9])[N:10]2[CH2:11][CH2:12][CH:13]([CH2:16][c:17]3[cH:18][cH:19][c:20]([NH:23][C:30]4=[N:31][CH2:32][CH2:33][NH:34]4)[cH:21][cH:22]3)[CH2:14][CH2:15]2)[cH:2][cH:3][cH:4][cH:5][cH:6]1.